From a dataset of the Open Reaction Database (ORD), a public repository of structured organic reaction records. describe an organic reaction: reactants, conditions, products, and yield Reactants: Triacetoxylated sodium borohydride, BrC1=CC=C2CCNC2=C1 (6- bromoindoline), C(C)(C)(C)OC(=O)N1CCC(CC1)=O (1-(t-butoxycarbonyl)-4-piperidone), ClC(C)Cl (dichloroethane). The solvent is C(C)(=O)O (acetic acid). Reaction conditions: time 8 hour. The product is C(C)(C)(C)OC(=O)N1CCC(CC1)N1CCC2=CC=C(C=C12)Br (1-[1-(t-butoxycarbonyl)piperidin-4-yl]-6-bromoindoline). Yield: 64.0%. As a reaction SMILES: [Br:1][C:2]1[CH:10]=[C:9]2[C:5]([CH2:6][CH2:7][NH:8]2)=[CH:4][CH:3]=1.[C:11]([O:15][C:16]([N:18]1[CH2:23][CH2:22][C:21](=O)[CH2:20][CH2:19]1)=[O:17])([CH3:14])([CH3:13])[CH3:12].ClC(Cl)C>C(O)(=O)C>[C:11]([O:15][C:16]([N:18]1[CH2:23][CH2:22][CH:21]([N:8]2[C:9]3[C:5](=[CH:4][CH:3]=[C:2]([Br:1])[CH:10]=3)[CH2:6][CH2:7]2)[CH2:20][CH2:19]1)=[O:17])([CH3:14])([CH3:12])[CH3:13]. Procedure details: Triacetoxylated sodium borohydride (11.7 g) was added to a mixture of 6- bromoindoline (8.3 g), 1-(t-butoxycarbonyl)-4-piperidone (10 g, [CAS Registry No. 7909-07-3]), acetic acid (14.9 g) and dichloroethane (200 ml) followed by stirring overnight. Then the reaction solution was concentrated under reduced pressure, and the pH value thereof was adjusted to 9 with ethyl acetate, an 8 N aqueous solution of sodium hydroxide and water and the layers were separated. The organic layer was washed with b... Starting materials: [OH-].[Na+] (sodium hydroxide), CC1=CC=C(C=C1)S(=O)(=O)O.ClC1=C(C=CC(=C1)Cl)C(CN1N=CN=C1)(OC)OC (1-[2(2,4-dichlorophenyl)-2,2-dimethoxyethyl]-1H-1,2,4-triazole 4-methylbenzenesulfonate), C[C@H]([C@@H](C)O)O ((2R, 3R)(-)-2,3-butanediol), CC1=CC=C(C=C1)S(=O)(=O)O (4-methylbenzenesulfonic acid). The solvent is CC1=CC=CC=C1 (methylbenzene). Yields the product ClC1=C(C=CC(=C1)Cl)C1(O[C@@H]([C@H](O1)C)C)CN1N=CN=C1 ((-)-(4R,trans)-1-[2-(2,4-dichlorophenyl)-4,5-dimethyl-1,3-dioxolan-2-ylmethyl]-1H-1,2,4-triazole). The yield is 50.0%. As a reaction SMILES: CC1C=CC(S(O)(=O)=O)=CC=1.[Cl:12][C:13]1[CH:18]=[C:17]([Cl:19])[CH:16]=[CH:15][C:14]=1[C:20](OC)(OC)[CH2:21][N:22]1[CH:26]=[N:25][CH:24]=[N:23]1.[CH3:31][C@@H:32]([OH:36])[C@H:33]([OH:35])[CH3:34].CC1C=CC(S(O)(=O)=O)=CC=1.[OH-].[Na+]>CC1C=CC=CC=1>[Cl:12][C:13]1[CH:18]=[C:17]([Cl:19])[CH:16]=[CH:15][C:14]=1[C:20]1([CH2:21][N:22]2[CH:26]=[N:25][CH:24]=[N:23]2)[O:36][C@H:32]([CH3:31])[C@@H:33]([CH3:34])[O:35]1 |f:0.1,4.5|. Reported procedure: A mixture of 9.5 parts of 1-[2(2,4-dichlorophenyl)-2,2-dimethoxyethyl]-1H-1,2,4-triazole 4-methylbenzenesulfonate, 2 parts of (2R, 3R)(-)-2,3-butanediol, 1 part of 4-methylbenzenesulfonic acid and 90 parts of methylbenzene is stirred and refluxed for 3 days. The reaction mixture is cooled and alkalized with a sodium hydroxide solution 20%. The whole is poured onto water and the product is extracted with dichloromethane. The extract is dried, filtered and evaporated. The residue is purified by co... The reactants are mixture 268, C1(=CC=CC=C1)C(O)C1=CC=CC=C1 (diphenylmethanol), Cl.OC1CCNCC1 (4-hydroxypiperidine hydrochloride), monohydrate. Solvent: C(C)O (ethanol). Product: Cl.C1(=CC=CC=C1)C(OC1CCNCC1)C1=CC=CC=C1 (4-diphenylmethoxy-piperidine hydrochloride). RXN SMILES: [C:1]1([CH:7]([C:9]2[CH:14]=[CH:13][CH:12]=[CH:11][CH:10]=2)[OH:8])[CH:6]=[CH:5][CH:4]=[CH:3][CH:2]=1.[ClH:15].O[CH:17]1[CH2:22][CH2:21][NH:20][CH2:19][CH2:18]1>C(O)C>[ClH:15].[C:9]1([CH:7]([C:1]2[CH:2]=[CH:3][CH:4]=[CH:5][CH:6]=2)[O:8][CH:17]2[CH2:22][CH2:21][NH:20][CH2:19][CH2:18]2)[CH:10]=[CH:11][CH:12]=[CH:13][CH:14]=1 |f:1.2,4.5|. Procedure: The starting material is prepared as follows: The mixture 268 of diphenylmethanol, 200 g of 4-hydroxypiperidine hydrochloride and 28.8 g of p-toulenesulfonic acid monohydrate is stirred and heated to 160° while reducing the pressure to 0.2 mm Hg with a vacuum pump for 3 hours. It is cooled to 80°, dissolved in 500 ml of ethanol and the solution cooled to 10°. The resulting suspension is filtered, the residue washed with isopropanol and dried at 60°, to yield the 4-diphenylmethoxy-piperidine hydr... Reactants: FC=1C=C2C(CN(C2=CC1)N=O)(C)C (5-fluoro-3,3-dimethyl-1-nitroso-2,3-dihydro-1H-indole), [H-].[H-].[H-].[H-].[Li+].[Al+3] (LiAlH4). Run in C1CCOC1 (THF), C1CCOC1 (THF). Run at time 8 hour. The product is FC=1C=C2C(CN(C2=CC1)N)(C)C (5-fluoro-3,3-dimethyl-2,3-dihydro-indol-1-ylamine). Isolated yield 93.9%. As a reaction SMILES: [F:1][C:2]1[CH:3]=[C:4]2[C:8](=[CH:9][CH:10]=1)[N:7]([N:11]=O)[CH2:6][C:5]2([CH3:14])[CH3:13].[H-].[H-].[H-].[H-].[Li+].[Al+3]>C1COCC1>[F:1][C:2]1[CH:3]=[C:4]2[C:8](=[CH:9][CH:10]=1)[N:7]([NH2:11])[CH2:6][C:5]2([CH3:14])[CH3:13] |f:1.2.3.4.5.6|. Procedure: To a solution of 5-fluoro-3,3-dimethyl-1-nitroso-2,3-dihydro-1H-indole (4.03 g, 20.75 mmol) in THF (70 mL) at 0° C. is added a solution of LiAlH4 (40 mL, 40 mmol) in THF dropwise. The mixture is allowed to warm to rt and stirred overnight. The mixture is quenched with a saturated aqueous solution of Rochelle's Salt. The resulting mixture is stirred until a slurry is obtained. The organic phase is separated, washed with 10% aqueous HCl, saturated aqueous NaHCO3, water and brine, dried (MgSO4), fi... Starting materials: C(C)(=O)C=1OC2=C(C1)C=CC=C2CC (2-acetyl-7-ethylbenzofuran), C(CO)O (ethyleneglycol), O (water). The reagents and catalysts are C1(=CC=C(C=C1)S(=O)(=O)O)C (paratoluenesulphonic acid). Solvent: C1(=CC=CC=C1)C (toluene). Yields the product C(C)C1=CC=CC=2C=C(OC21)C2(OCCO2)C (7-ethyl-2-(2-methyl-1,3-dioxolan-2-yl)benzofuran). Yield: 78.8%. Reaction SMILES: [C:1]([C:4]1[O:5][C:6]2[C:12]([CH2:13][CH3:14])=[CH:11][CH:10]=[CH:9][C:7]=2[CH:8]=1)(=[O:3])[CH3:2].[CH2:15](O)[CH2:16][OH:17].O>C1(C)C=CC=CC=1.C1(C)C=CC(S(O)(=O)=O)=CC=1>[CH2:13]([C:12]1[C:6]2[O:5][C:4]([C:1]3([CH3:2])[O:17][CH2:16][CH2:15][O:3]3)=[CH:8][C:7]=2[CH:9]=[CH:10][CH:11]=1)[CH3:14]. Reported procedure: A stirred mixture of 50 g of 2-acetyl-7-ethylbenzofuran, 3.0 g of paratoluenesulphonic acid and 45.0 g of ethyleneglycol in 1200 ml of toluene was heated under reflux for 12 hours with azeotropic removal of water. The cooled solution was washed successively with dilute sodium hydroxide solution, water and brine and then dried over anhydrous sodium sulphate. The sodium sulphate was filtered off and the filtrate evaporated to dryness. The residual yellow oil was distilled under nitrogen to give 48... Starting materials: FC1=C(C=CC(=C1)I)NC1=C(C(=CC(=C1)F)F)[N+](=O)[O-] (2-fluoro-N-(3,5-difluoro-2-nitrophenyl)-4-iodobenzenamine), FC1=C(C=CC(=C1)I)NC1=C(C(=CC(=C1)F)F)[N+](=O)[O-] (2-fluoro-N-(3,5-difluoro-2-nitrophenyl)-4-iodobenzenamine), C[O-].[Na+] (NaOMe). Run in C1CCOC1 (THF). Conditions: time 1 hour. The product is FC1=C(C=CC(=C1)I)NC1=C(C(=CC(=C1)OC)F)[N+](=O)[O-] (2-fluoro-N-(3-fluoro-5-methoxy-2-nitrophenyl)-4-iodobenzenamine). Isolated yield 53.3%. Reaction SMILES: [F:1][C:2]1[CH:7]=[C:6]([I:8])[CH:5]=[CH:4][C:3]=1[NH:9][C:10]1[CH:15]=[C:14](F)[CH:13]=[C:12]([F:17])[C:11]=1[N+:18]([O-:20])=[O:19].[CH3:21][O-:22].[Na+]>C1COCC1>[F:1][C:2]1[CH:7]=[C:6]([I:8])[CH:5]=[CH:4][C:3]=1[NH:9][C:10]1[CH:15]=[C:14]([O:22][CH3:21])[CH:13]=[C:12]([F:17])[C:11]=1[N+:18]([O-:20])=[O:19] |f:1.2|. Procedure details: To a solution of 2-fluoro-N-(3,5-difluoro-2-nitrophenyl)-4-iodobenzenamine (Intermediate 14, 1.05 g, 2.7 mmol) in THF (25 mL) was added NaOMe solution (prepared by dissolving Na metal (61 mg, 2.7 mmol) in 6 mL of methanol)-78° C. The reaction mixture was brought to rt and stirred for 1 h at same temperature. The progress of reaction was monitored by TLC. After completion, the reaction mixture was quenched with water and extracted with ether. The organic layer was dried over Na2SO4 and concentrat... Starting materials: O=C([O-])[O-], COc1cc2ncnc(Cl)c2cc1OC, [K+], [K+], [Na+], CN(C)C=O, [OH-], Oc1ccc2cccnc2c1. Product: COc1cc2ncnc(Oc3ccc4cccnc4c3)c2cc1OC. Reaction SMILES: [C:16](=[O:17])([O-:18])[O-:19].[Cl:1][c:2]1[n:3][cH:4][n:5][c:6]2[cH:7][c:8]([O:14][CH3:15])[c:9]([O:12][CH3:13])[cH:10][c:11]12.[K+:20].[K+:21].[Na+:34].[O:35]=[CH:36][N:37]([CH3:38])[CH3:39].[OH-:33].[OH:22][c:23]1[cH:24][cH:25][c:26]2[cH:27][cH:28][cH:29][n:30][c:31]2[cH:32]1>>[c:2]1([O:22][c:23]2[cH:24][cH:25][c:26]3[cH:27][cH:28][cH:29][n:30][c:31]3[cH:32]2)[n:3][cH:4][n:5][c:6]2[cH:7][c:8]([O:14][CH3:15])[c:9]([O:12][CH3:13])[cH:10][c:11]12. Reactants: C(=O)(N1C=NC=C1)N1C=NC=C1 (carbonyldiimidazole), C(=O)(O)[O-].[Na+] (NaHCO3), carboxylic acid, ONC(=N)C1=CC2=C(N=CN2)C=C1 (N-Hydroxy-benzimidazol-5-carboxamidine). The solvent is CN(C)C=O (DMF), O (water). Run at time 1 hour. Yields the product CN(C)C=NNC(=O)C1=CC2=C(NC=N2)C=C1 (1H-Benzimidazole-5-carboxylic acid dimethylaminomethylene-hydrazide). RXN SMILES: [C:1]([N:8]1C=CN=C1)([N:3]1[CH:7]=CN=[CH:4]1)=O.ON[C:15]([C:17]1[CH:25]=[CH:24][C:20]2[N:21]=[CH:22][NH:23][C:19]=2[CH:18]=1)=[NH:16].C([O-])(O)=[O:27].[Na+]>CN(C=O)C.O>[CH3:4][N:3]([CH:1]=[N:8][NH:16][C:15]([C:17]1[CH:25]=[CH:24][C:20]2[NH:21][CH:22]=[N:23][C:19]=2[CH:18]=1)=[O:27])[CH3:7] |f:2.3|. Procedure details: The respective carboxylic acid (1 eq.) was dissolved in DMF (5 ml), treated with carbonyldiimidazole (1 eq.) and stirred at room temperature for 1 h. N-Hydroxy-benzimidazol-5-carboxamidine (1 eq.) was added and the mixture was heated to 110° C. over night. After cooling to room temperature, the mixture was diluted with water until a precipitate was formed, basified by means of sat. NaHCO3-solution and extracted with EtOAc (3×25 ml). The combined organic layers were dried over Na2SO4, evaporated ... The reactants are Cc1cc(Br)cc(C)c1N, Cl, O=N[O-], [Na+], O, Cl[Sn]Cl. Yields the product Cc1cc(Br)cc(C)c1NN. RXN SMILES: [Br:2][c:3]1[cH:4][c:5]([CH3:11])[c:6]([NH2:10])[c:7]([CH3:9])[cH:8]1.[ClH:1].[N:12]([O-:13])=[O:14].[Na+:15].[OH2:19].[Sn:16]([Cl:17])[Cl:18]>>[Br:2][c:3]1[cH:4][c:5]([CH3:11])[c:6]([NH:10][NH2:12])[c:7]([CH3:9])[cH:8]1. The reactants are ClB(Cl)Cl, O=C([O-])O, COc1ccc2c(C(=O)c3ccc(OCCN4CCCCC4)cc3)c(OC)ccc2c1, ClC(Cl)Cl, [Na+]. The product is COc1ccc2c(C(=O)c3ccc(OCCN4CCCCC4)cc3)c(O)ccc2c1. RXN SMILES: [B:32]([Cl:33])([Cl:34])[Cl:35].[C:36](=[O:37])([OH:38])[O-:39].[CH3:1][O:2][c:3]1[c:4]([C:15](=[O:16])[c:17]2[cH:18][cH:19][c:20]([O:23][CH2:24][CH2:25][N:26]3[CH2:27][CH2:28][CH2:29][CH2:30][CH2:31]3)[cH:21][cH:22]2)[c:5]2[cH:6][cH:7][c:8]([O:13][CH3:14])[cH:9][c:10]2[cH:11][cH:12]1.[CH:41]([Cl:42])([Cl:43])[Cl:44].[Na+:40]>>[OH:2][c:3]1[c:4]([C:15](=[O:16])[c:17]2[cH:18][cH:19][c:20]([O:23][CH2:24][CH2:25][N:26]3[CH2:27][CH2:28][CH2:29][CH2:30][CH2:31]3)[cH:21][cH:22]2)[c:5]2[cH:6][cH:7][c:8]([O:13][CH3:14])[cH:9][c:10]2[cH:11][cH:12]1.